This data is from the Open Reaction Database (ORD), a public repository of structured organic reaction records. The task is: describe an organic reaction: reactants, conditions, products, and yield Starting materials: C#CCC1CCN(C(=O)Oc2ccccc2OC)CC1, Nc1nc(I)nc2c1ncn2C1OC(CO)C(O)C1O. Product: COc1ccccc1OC(=O)N1CCC(CC#Cc2nc(N)c3ncn(C4OC(CO)C(O)C4O)c3n2)CC1. RXN SMILES: [CH2:1]([C:2]#[CH:3])[CH:4]1[CH2:5][CH2:6][N:7]([C:10](=[O:11])[O:12][c:13]2[c:14]([O:19][CH3:20])[cH:15][cH:16][cH:17][cH:18]2)[CH2:8][CH2:9]1.[I:21][c:22]1[n:23][c:24]([NH2:40])[c:25]2[n:26][cH:27][n:28]([CH:29]3[CH:30]([OH:31])[CH:32]([OH:33])[CH:34]([CH2:35][OH:36])[O:37]3)[c:38]2[n:39]1>>[CH2:1]([C:2]#[C:3][c:22]1[n:23][c:24]([NH2:40])[c:25]2[n:26][cH:27][n:28]([CH:29]3[CH:30]([OH:31])[CH:32]([OH:33])[CH:34]([CH2:35][OH:36])[O:37]3)[c:38]2[n:39]1)[CH:4]1[CH2:5][CH2:6][N:7]([C:10](=[O:11])[O:12][c:13]2[c:14]([O:19][CH3:20])[cH:15][cH:16][cH:17][cH:18]2)[CH2:8][CH2:9]1. The reactants are CC1=NC(=NC(=C1)C)NS(=O)(=O)C1=CC=C(C=C1)NCC1=CC=C(C=C1)[N+](=O)[O-] (N-(4,6-dimethylpyrimidin-2-yl)-4-(4-nitrobenzylamino)-benzenesulfonamide), O.[NH3+]N (Hydrazinium hydrate). Reagents/catalysts: [Pd] (palladium on charcoal). Solvent: O1CCCC1 (tetrahydrofurane). Reaction conditions: time 8 hour. Yields the product NC1=CC=C(CNC2=CC=C(C=C2)S(=O)(=O)NC2=NC(=CC(=N2)C)C)C=C1 (4-(4-Aminobenzylamino)-N-(4,6-dimethylpyrimidin-2-yl)-benzenesulfonamide). Yield: 59.0%. Reaction SMILES: [CH3:1][C:2]1[CH:7]=[C:6]([CH3:8])[N:5]=[C:4]([NH:9][S:10]([C:13]2[CH:18]=[CH:17][C:16]([NH:19][CH2:20][C:21]3[CH:26]=[CH:25][C:24]([N+:27]([O-])=O)=[CH:23][CH:22]=3)=[CH:15][CH:14]=2)(=[O:12])=[O:11])[N:3]=1.O.[NH3+]N>O1CCCC1.[Pd]>[NH2:27][C:24]1[CH:25]=[CH:26][C:21]([CH2:20][NH:19][C:16]2[CH:15]=[CH:14][C:13]([S:10]([NH:9][C:4]3[N:3]=[C:2]([CH3:1])[CH:7]=[C:6]([CH3:8])[N:5]=3)(=[O:12])=[O:11])=[CH:18][CH:17]=2)=[CH:22][CH:23]=1 |f:1.2|. Reported procedure: 18 mg (0.04 mmol) of N-(4,6-dimethylpyrimidin-2-yl)-4-(4-nitrobenzylamino)-benzenesulfonamide was dissolved in 1 ml of tetrahydrofurane. Hydrazinium hydrate (50 μl, 1.5 mmol) and catalytic amount of palladium on charcoal were added to the reaction mixture. Solution was stirred overnight. The reaction mixture was evaporated to dryness and purified on silica using gradient elution (chloroform to 4% methanol in chloroform) to obtain with a yield of 59%. MS (ESI+): m/z 406 (M+H)+, 384 (M+H)+.